From a dataset of the Open Reaction Database (ORD), a public repository of structured organic reaction records. describe an organic reaction: reactants, conditions, products, and yield Reactants: O (water), BrC1=CC=C(S1)C(=O)C=1C2=C(N=C(N1)C(F)(F)F)C=CS2 (5-bromo-2-thienyl 2-trifluoromethylthieno[3,2-d]pyrimidin-4-ylmethanone), O1CCOCC1 (dioxane), C[O-].[Na+] (sodium methoxide). The solvent is CO (MeOH). Yields the product COC1=CC=C(S1)C(=O)C=1C2=C(N=C(N1)C(F)(F)F)C=CS2 (5-Methoxy-2-thienyl 2-trifluoromethylthieno[3,2-d]pyrimidin-4-ylmethanone). Isolated yield 71.0%. RXN SMILES: Br[C:2]1[S:6][C:5]([C:7]([C:9]2[C:10]3[S:21][CH:20]=[CH:19][C:11]=3[N:12]=[C:13]([C:15]([F:18])([F:17])[F:16])[N:14]=2)=[O:8])=[CH:4][CH:3]=1.C[O-].[Na+].[O:25]1CCOC[CH2:26]1.O>CO>[CH3:26][O:25][C:2]1[S:6][C:5]([C:7]([C:9]2[C:10]3[S:21][CH:20]=[CH:19][C:11]=3[N:12]=[C:13]([C:15]([F:18])([F:17])[F:16])[N:14]=2)=[O:8])=[CH:4][CH:3]=1 |f:1.2|. Procedure details: A suspension of 5-bromo-2-thienyl 2-trifluoromethylthieno[3,2-d]pyrimidin-4-ylmethanone (0.2 g, 0.51 mmol) in MeOH (15 mL) was treated with sodium methoxide (0.11 g, 2.04 mmol), refluxed for 1 h, treated with dioxane (0.1 mL) to aid dissolution, refluxed for 18 h, cooled, treated with water (15 mL) and concentrated in vacuo. The resulting aqueous mixture was extracted with EtOAc (2×25 mL), the combined extracts washed with brine (25 mL), dried (MgSO4), concentrated in vacuo and the resulting red... The reactants are [BH4-].[Na+] (Sodium borohydride), Cl (hydrochloric acid), light brown solid, FC1=CC=C(C=C1)C1(OCCO1)CCCN1CCC(CC1)C(C1=CC=C(C=C1)Cl)=O (2-(p-fluorophenyl)-2-{3-[4-(p-chlorobenzoyl)piperidino]propyl}-1,3-dioxolane), C(C)O (ethanol). Solvent: O (water), [OH-].[Na+] (sodium hydroxide). Yields the product ClC1=CC=C(C(O)C2CCN(CC2)CCCC(C2=CC=C(C=C2)F)=O)C=C1 (4-(p-Chloro-α-hydroxybenzyl)-1-[3-(p-fluorobenzoyl)propyl]piperidine). As a reaction SMILES: [BH4-].[Na+].[F:3][C:4]1[CH:9]=[CH:8][C:7]([C:10]2([CH2:15][CH2:16][CH2:17][N:18]3[CH2:23][CH2:22][CH:21]([C:24](=[O:32])[C:25]4[CH:30]=[CH:29][C:28]([Cl:31])=[CH:27][CH:26]=4)[CH2:20][CH2:19]3)OCC[O:11]2)=[CH:6][CH:5]=1.C(O)C.Cl>O.[OH-].[Na+]>[Cl:31][C:28]1[CH:29]=[CH:30][C:25]([CH:24]([CH:21]2[CH2:22][CH2:23][N:18]([CH2:17][CH2:16][CH2:15][C:10](=[O:11])[C:7]3[CH:6]=[CH:5][C:4]([F:3])=[CH:9][CH:8]=3)[CH2:19][CH2:20]2)[OH:32])=[CH:26][CH:27]=1 |f:0.1,6.7|. Procedure details: Sodium borohydride (0.4 g., 0.01 mole) was added in small portions to a stirring solution of 2.2 g. (0.0052 mole) of 2-(p-fluorophenyl)-2-{3-[4-(p-chlorobenzoyl)piperidino]propyl}-1,3-dioxolane in 20 ml. of absolute ethanol. The reaction mixture was stirred until gas evolution ceased and then dilute hydrochloric acid was added dropwise until an acidic solution was obtained. After stirring overnight the mixture was diluted with water and basified with dilute sodium hydroxide. The free base was ex... Starting materials: CC(C)(OC(=O)N1[C@@H](C[C@@H](C1)N1CCN(CC1)C1=CC(=NN1C1=CC=CC=C1)C)C(=O)N1CSCC1)C (3-{(2S,4S)-1-(1,1-Dimethylethyloxycarbonyl)-4-[4-(3-methyl-1-phenyl-1H-pyrazol-5-yl)piperazin-1-yl]pyrrolidin-2-ylcarbonyl}thiazolidine), FC(C(=O)O)(F)F (Trifluoroacetic acid). Run in ClCCl (dichloromethane). Reaction conditions: time 19 hour. The product is CC1=NN(C(=C1)N1CCN(CC1)[C@H]1C[C@H](NC1)C(=O)N1CSCC1)C1=CC=CC=C1 (3-{(2S,4S)-4-[4-(3-methyl-1-phenyl-1H-pyrazol-5-yl)piperazin-1-yl]pyrrolidin-2-ylcarbonyl}thiazolidine). Isolated yield 93.0%. Reaction SMILES: CC(C)(OC([N:7]1[CH2:11][C@@H:10]([N:12]2[CH2:17][CH2:16][N:15]([C:18]3[N:22]([C:23]4[CH:28]=[CH:27][CH:26]=[CH:25][CH:24]=4)[N:21]=[C:20]([CH3:29])[CH:19]=3)[CH2:14][CH2:13]2)[CH2:9][C@H:8]1[C:30]([N:32]1[CH2:36][CH2:35][S:34][CH2:33]1)=[O:31])=O)C.FC(F)(F)C(O)=O>ClCCl>[CH3:29][C:20]1[CH:19]=[C:18]([N:15]2[CH2:16][CH2:17][N:12]([C@@H:10]3[CH2:11][NH:7][C@H:8]([C:30]([N:32]4[CH2:36][CH2:35][S:34][CH2:33]4)=[O:31])[CH2:9]3)[CH2:13][CH2:14]2)[N:22]([C:23]2[CH:28]=[CH:27][CH:26]=[CH:25][CH:24]=2)[N:21]=1. Reported procedure: 3-{(2S,4S)-1-(1,1-Dimethylethyloxycarbonyl)-4-[4-(3-methyl-1-phenyl-1H-pyrazol-5-yl)piperazin-1-yl]pyrrolidin-2-ylcarbonyl}thiazolidine (25.45 g, synthesized according to the compound described in Example 222 of WO02/14271) was dissolved in dichloromethane (200 mL). Trifluoroacetic acid (50 mL) was added at room temperature, and the mixture was stirred for 19 hrs. The reaction mixture was concentrated under reduced pressure and saturated aqueous sodium hydrogencarbonate solution was added to the... Reactants: FC(C(=O)O)(F)F (Trifluoroacetic acid), C(#N)C1=C(C(=C(C2=C1N=C(O2)NCCC(=O)OC(C)(C)C)N2C[C@H](CC2)N(C)C)C2=CC=CC=C2)C (tert-butyl N-{4-cyano-7-[(3S)-3-(dimethylamino)pyrrolidin-1-yl]-5-methyl-6-phenyl-1,3-benzoxazol-2-yl)-β-alaninate), S(=O)(Cl)Cl (thionyl chloride). The solvent is ClCCl (dichloromethane). Run at time 2 hour. Product: C(#N)C1=C(C(=C(C2=C1N=C(O2)NCCC(=O)OC)N2C[C@H](CC2)N(C)C)C2=CC=CC=C2)C (Methyl N-{4-cyano-7-[(3S)-3-(dimethylamino)pyrrolidin-1-yl]-5-methyl-6-phenyl-1,3-benzoxazol-2-yl)-β-alaninate). The yield is 17.2%. As a reaction SMILES: FC(F)(F)C(O)=O.[C:8]([C:10]1[C:15]2[N:16]=[C:17]([NH:19][CH2:20][CH2:21][C:22]([O:24][C:25](C)(C)C)=[O:23])[O:18][C:14]=2[C:13]([N:29]2[CH2:33][CH2:32][C@H:31]([N:34]([CH3:36])[CH3:35])[CH2:30]2)=[C:12]([C:37]2[CH:42]=[CH:41][CH:40]=[CH:39][CH:38]=2)[C:11]=1[CH3:43])#[N:9].S(Cl)(Cl)=O>ClCCl>[C:8]([C:10]1[C:15]2[N:16]=[C:17]([NH:19][CH2:20][CH2:21][C:22]([O:24][CH3:25])=[O:23])[O:18][C:14]=2[C:13]([N:29]2[CH2:33][CH2:32][C@H:31]([N:34]([CH3:35])[CH3:36])[CH2:30]2)=[C:12]([C:37]2[CH:38]=[CH:39][CH:40]=[CH:41][CH:42]=2)[C:11]=1[CH3:43])#[N:9]. Reported procedure: Trifluoroacetic acid (1 ml) was added to a dichloromethane (2 ml) solution of tert-butyl N-{4-cyano-7-[(3S)-3-(dimethylamino)pyrrolidin-1-yl]-5-methyl-6-phenyl-1,3-benzoxazol-2-yl)-β-alaninate (I-279) (51 mg, 0.104 mmol), followed by stirring at room temperature for 2 hours. The reaction liquid was concentrated under reduced pressure, the residue was dissolved in dichloromethane (1 ml), and at room temperature, thionyl chloride (10 μl, 0.138 mmol) was added, followed by stirring at room temperat... Reactants: COc1nc(C)cnc1NS(=O)(=O)c1cccnc1-c1ccc(CC(C)CO[Si](C)(C)C(C)(C)C)cc1, C1CCOC1, CCCC[N+](CCCC)(CCCC)CCCC, [F-], O. The product is COc1nc(C)cnc1NS(=O)(=O)c1cccnc1-c1ccc(CC(C)CO)cc1. RXN SMILES: [C:19]([Si:20]([CH3:21])([CH3:22])[O:24][CH2:25][CH:26]([CH2:27][c:28]1[cH:29][cH:30][c:31](-[c:34]2[n:35][cH:36][cH:37][cH:38][c:39]2[S:40](=[O:41])(=[O:42])[NH:43][c:44]2[n:45][cH:46][c:47]([CH3:52])[n:48][c:49]2[O:50][CH3:51])[cH:32][cH:33]1)[CH3:53])([CH3:23])([CH3:54])[CH3:55].[CH2:56]1[O:57][CH2:58][CH2:59][CH2:60]1.[CH3:2][CH2:3][CH2:4][CH2:5][N+:6]([CH2:7][CH2:8][CH2:9][CH3:10])([CH2:11][CH2:12][CH2:13][CH3:14])[CH2:15][CH2:16][CH2:17][CH3:18].[F-:1].[OH2:61]>>[OH:24][CH2:25][CH:26]([CH2:27][c:28]1[cH:29][cH:30][c:31](-[c:34]2[n:35][cH:36][cH:37][cH:38][c:39]2[S:40](=[O:41])(=[O:42])[NH:43][c:44]2[n:45][cH:46][c:47]([CH3:52])[n:48][c:49]2[O:50][CH3:51])[cH:32][cH:33]1)[CH3:53].